This data is from the Open Reaction Database (ORD), a public repository of structured organic reaction records. The task is: describe an organic reaction: reactants, conditions, products, and yield Reactants: C(C1=CC=CC=C1)(C1=CC=CC=C1)OC(=O)C=1N2C(C(C2SCC1C=COS(=O)(=O)C1=CC=C(C)C=C1)NC(C(C=1N=C(SC1)NC(C1=CC=CC=C1)(C1=CC=CC=C1)C1=CC=CC=C1)=NOC)=O)=O (2-benzhydryloxycarbonyl-7-[2-methoxyimino-2-(tritylamino-thiazol-4-yl)-acetamido]-8-oxo-3-(2-tosyloxy-vinyl)-5-thia-1-aza-bicyclo[4.2.0]oct-2-ene), O.C1(=CC=C(C=C1)S(=O)(=O)O)C (p-toluenesulphonic acid hydrate). The solvent is CC(=O)C (acetone). Product: NC=1SC=C(N1)C(C(=O)NC1C2SCC(=C(N2C1=O)C(=O)OC(C1=CC=CC=C1)C1=CC=CC=C1)C=COS(=O)(=O)C1=CC=C(C)C=C1)=NOC (7-[2-(2-amino-thiazol-4-yl)-2-methoxyimino-acetamido]-2-benzhydryloxycarbonyl-8-oxo-3-(2-tosyloxy-vinyl)-5-thia-1-aza-bicyclo[4.2.0]oct-2-ene). The yield is 40.2%. As a reaction SMILES: [CH:1]([O:14][C:15]([C:17]1[N:18]2[CH:21]([S:22][CH2:23][C:24]=1[CH:25]=[CH:26][O:27][S:28]([C:31]1[CH:37]=[CH:36][C:34]([CH3:35])=[CH:33][CH:32]=1)(=[O:30])=[O:29])[CH:20]([NH:38][C:39](=[O:69])[C:40](=[N:66][O:67][CH3:68])[C:41]1[N:42]=[C:43]([NH:46]C(C3C=CC=CC=3)(C3C=CC=CC=3)C3C=CC=CC=3)[S:44][CH:45]=1)[C:19]2=[O:70])=[O:16])([C:8]1[CH:13]=[CH:12][CH:11]=[CH:10][CH:9]=1)[C:2]1[CH:7]=[CH:6][CH:5]=[CH:4][CH:3]=1.O.C1(C)C=CC(S(O)(=O)=O)=CC=1>CC(C)=O>[NH2:46][C:43]1[S:44][CH:45]=[C:41]([C:40](=[N:66][O:67][CH3:68])[C:39]([NH:38][CH:20]2[C:19](=[O:70])[N:18]3[CH:21]2[S:22][CH2:23][C:24]([CH:25]=[CH:26][O:27][S:28]([C:31]2[CH:32]=[CH:33][C:34]([CH3:35])=[CH:36][CH:37]=2)(=[O:29])=[O:30])=[C:17]3[C:15]([O:14][CH:1]([C:8]2[CH:13]=[CH:12][CH:11]=[CH:10][CH:9]=2)[C:2]2[CH:3]=[CH:4][CH:5]=[CH:6][CH:7]=2)=[O:16])=[O:69])[N:42]=1 |f:1.2|. Procedure details: A mixture of 2-benzhydryloxycarbonyl-7-[2-methoxyimino-2-(tritylamino-thiazol-4-yl)-acetamido]-8-oxo-3-(2-tosyloxy-vinyl)-5-thia-1-aza-bicyclo[4.2.0]oct-2-ene (syn isomer, E-form) (0.494 g), acetone (20 cc) and p-toluenesulphonic acid hydrate (10 mg) is heated under reflux for 20 hours. It is then concentrated to dryness under 20 mm Hg at 20° C., the residue is taken up in ethyl acetate (30 cc) and a 5% strength sodium bicarbonate solution (20 cc), and the organic phase is decanted, dried over s... The yield is 68.0%. Product: ClC1=CC=C(CNC(=O)C=2C=CC3=C(C=CS3)C2O)C=C1 (N-(4-Chlorobenzyl)-4-hydroxy-1-benzothiophene-5-carboxamide). Procedure details: A mixture of 4-chlorobenzylamine (1 mL) and methyl 4-hydroxy-1-benzothiophene-5-carboxylate (Preparation 13, 0.50 g) is heated to 120° C. under an atmosphere of nitrogen for 4 hours. After cooling, the residue is diluted with ethyl acetate and methanol (1:1) and absorbed onto silica gel. Chromatography on a Biotage column eluting with 500 mL of toluene gave 520 mg (68%) of the title compound as a white solid. Physical characteristics: Mp 168-169° C.; MS (ESI−) m/z 316.1 (M−H)−. Anal. Found: C, 6... Conditions: temperature 120 celsius. The solvent is C(C)(=O)OCC (ethyl acetate), CO (methanol). Starting materials: ClC1=CC=C(CN)C=C1 (4-chlorobenzylamine), OC1=C(C=CC2=C1C=CS2)C(=O)OC (methyl 4-hydroxy-1-benzothiophene-5-carboxylate). Reaction SMILES: [Cl:1][C:2]1[CH:9]=[CH:8][C:5]([CH2:6][NH2:7])=[CH:4][CH:3]=1.[OH:10][C:11]1[C:16]2[CH:17]=[CH:18][S:19][C:15]=2[CH:14]=[CH:13][C:12]=1[C:20](OC)=[O:21]>C(OCC)(=O)C.CO>[Cl:1][C:2]1[CH:9]=[CH:8][C:5]([CH2:6][NH:7][C:20]([C:12]2[CH:13]=[CH:14][C:15]3[S:19][CH:18]=[CH:17][C:16]=3[C:11]=2[OH:10])=[O:21])=[CH:4][CH:3]=1. Reactants: C(#N)C(C(=O)OCC)(C)C1=C(C(=CC=C1)SC1=C(C=CC=C1)C)OC (ethyl 2-cyano-2-[2-methoxy-3-(o-tolylthio)phenyl]propionate), I (hydriodic acid), product, [OH-].[K+] (potassium hydroxide), CO (methanol). Run in C(C)(=O)O (acetic acid). Yields the product OC1=C(C=CC=C1SC1=C(C=CC=C1)C)C(C(=O)O)C (2-[2-hydroxy-3-(o-tolylthio)phenyl]propionic acid). Yield: 47.5%. RXN SMILES: [C:1]([C:3]([C:10]1[CH:15]=[CH:14][CH:13]=[C:12]([S:16][C:17]2[CH:22]=[CH:21][CH:20]=[CH:19][C:18]=2[CH3:23])[C:11]=1[O:24]C)(C)[C:4]([O:6]CC)=[O:5])#N.I.[OH-].[K+].CO>C(O)(=O)C>[OH:24][C:11]1[C:12]([S:16][C:17]2[CH:22]=[CH:21][CH:20]=[CH:19][C:18]=2[CH3:23])=[CH:13][CH:14]=[CH:15][C:10]=1[CH:3]([CH3:1])[C:4]([OH:6])=[O:5] |f:2.3|. Procedure: A mixture of ethyl 2-cyano-2-[2-methoxy-3-(o-tolylthio)phenyl]propionate (10 g) and hydriodic acid (58%, 12 ml) in acetic acid (24 ml) was refluxed under heating for 24 hours. After concentration, the residue was dissolved in aqueous sodium hydrogen sulfite and extracted with diethyl ether. The extract was washed with aqueous sodium hydrogen sulfite and water in turn, dried and evaporated under reduced pressure. To the residue was added acetic anhydride (10 ml), and the mixture was refluxed unde...